From a dataset of the Open Reaction Database (ORD), a public repository of structured organic reaction records. describe an organic reaction: reactants, conditions, products, and yield The product is CCS(=O)(=O)c1ccc(OC(C)C)c(C(=O)O)c1. The reactants are CCS(=O)(=O)c1ccc(F)c(C(=O)O)c1, CC(C)O. As a reaction SMILES: [CH2:1]([CH3:2])[S:3](=[O:4])(=[O:5])[c:6]1[cH:7][cH:8][c:9]([F:15])[c:10]([C:11](=[O:12])[OH:13])[cH:14]1.[CH:16]([CH3:17])([CH3:18])[OH:19]>>[CH2:1]([CH3:2])[S:3](=[O:4])(=[O:5])[c:6]1[cH:7][cH:8][c:9]([O:19][CH:16]([CH3:17])[CH3:18])[c:10]([C:11](=[O:12])[OH:13])[cH:14]1.